Dataset: the Open Reaction Database (ORD), a public repository of structured organic reaction records. Task: describe an organic reaction: reactants, conditions, products, and yield Starting materials: FC(C(=O)O)(F)F (trifluoroacetic acid), C(C)(C)(C)OC(N[C@@H]1[C@H](N(C[C@@H](C1)N1CC2=NN(C=C2C1)S(=O)(=O)C)C[C@H](C)O)C1=C(C=CC(=C1)F)F)=O (tert-Butyl{(2R,3S,5R)-2-(2,5-difluorophenyl)-1-[(2S)-2-hydroxypropyl]-5-[2-(methylsulfonyl)-2,6-dihydropyrrolo[3,4-c]pyrazol-5(4H)-yl]piperidin-3-yl}carbamate). Run in ClCCl (dichloromethane). Conditions: time 1 hour. The product is N[C@@H]1[C@H](N(C[C@@H](C1)N1CC2=NN(C=C2C1)S(=O)(=O)C)C[C@H](C)O)C1=C(C=CC(=C1)F)F ((2S)-1-{(2R,3S,5R)-3-Amino-2-(2,5-difluorophenyl)-5-[2-(methylsulfonyl)-2,6-dihydropyrrolo[3,4-c]pyrazol-5(4H)-yl]piperidin-1-yl}propan-2-ol). RXN SMILES: C(OC(=O)[NH:7][C@H:8]1[CH2:13][C@@H:12]([N:14]2[CH2:21][C:20]3[C:16](=[N:17][N:18]([S:22]([CH3:25])(=[O:24])=[O:23])[CH:19]=3)[CH2:15]2)[CH2:11][N:10]([CH2:26][C@@H:27]([OH:29])[CH3:28])[C@@H:9]1[C:30]1[CH:35]=[C:34]([F:36])[CH:33]=[CH:32][C:31]=1[F:37])(C)(C)C.FC(F)(F)C(O)=O>ClCCl>[NH2:7][C@H:8]1[CH2:13][C@@H:12]([N:14]2[CH2:21][C:20]3[C:16](=[N:17][N:18]([S:22]([CH3:25])(=[O:23])=[O:24])[CH:19]=3)[CH2:15]2)[CH2:11][N:10]([CH2:26][C@@H:27]([OH:29])[CH3:28])[C@@H:9]1[C:30]1[CH:35]=[C:34]([F:36])[CH:33]=[CH:32][C:31]=1[F:37]. Reported procedure: To the product from Step A (18 mg, 0.032 mmol) was added a 1:1 mixture of dichloromethane and trifluoroacetic acid (0.5 mL). The mixture was stirred for 1 h, and the solvent removed in vacuo. The residue was purified by preparative thin layer chromatography (Analtech 1000 μm) and eluted with methanol containing 10% ammonium hydroxide in dichloromethane (10:90) to afford the title compound as a colorless solid. LC/MS 456.2 (M+1). Starting materials: CC(C)(C)n1ncc(N(CCCO)Cc2ccc(C(=O)c3ccc(Cl)cc3)cc2)c(Cl)c1=O, CC[O-], CCO, [Na+], [Na], O. The product is CC(C)(C)n1ncc2c(c1=O)OCCCN2Cc1ccc(C(=O)c2ccc(Cl)cc2)cc1. RXN SMILES: [C:6]([CH3:7])([CH3:8])([CH3:9])[n:10]1[n:11][cH:12][c:13]([N:18]([CH2:19][CH2:20][CH2:21][OH:22])[CH2:23][c:24]2[cH:25][cH:26][c:27]([C:30]([c:31]3[cH:32][cH:33][c:34]([Cl:37])[cH:35][cH:36]3)=[O:38])[cH:28][cH:29]2)[c:14]([Cl:17])[c:15]1=[O:16].[CH3:2][CH2:3][O-:4].[CH3:39][CH2:40][OH:41].[Na+:1].[Na:5].[OH2:42]>>[C:6]([CH3:7])([CH3:8])([CH3:9])[n:10]1[n:11][cH:12][c:13]2[c:14]([c:15]1=[O:16])[O:22][CH2:21][CH2:20][CH2:19][N:18]2[CH2:23][c:24]1[cH:25][cH:26][c:27]([C:30]([c:31]2[cH:32][cH:33][c:34]([Cl:37])[cH:35][cH:36]2)=[O:38])[cH:28][cH:29]1. Reactants: Cl (HCl), NC1=NC=CN=C1 (2-amino pyrazine), FC(CN1N=CN=C1C=1C=C2CCOC3=C(N2N1)C=C(C=C3)C=O)(F)F (2-[2-(2,2,2-trifluoro-ethyl)-2H-[1,2,4]triazol-3-yl]-4,5-dihydro-6-oxa-1,10b-diaza-benzo[e]azulene-9-carbaldehyde). Solvent: C(C)OCC (diethyl ether). Yields the product FC(CN1N=CN=C1C1=NN2C3=C(OCCC2=C1)C=CC(=C3)CNC3=NC=CN=C3)(F)F (N-((2-(1-(2,2,2-trifluoroethyl)-1H-1,2,4-triazol-5-yl)-4,5-dihydrobenzo[b]pyrazolo[1,5-d][1,4]oxazepin-9-yl)methyl)pyrazin-2-amine). RXN SMILES: Cl.[NH2:2][C:3]1[CH:8]=[N:7][CH:6]=[CH:5][N:4]=1.[F:9][C:10]([F:34])([F:33])[CH2:11][N:12]1[C:16]([C:17]2[CH:18]=[C:19]3[N:25]([N:26]=2)[C:24]2[CH:27]=[C:28]([CH:31]=O)[CH:29]=[CH:30][C:23]=2[O:22][CH2:21][CH2:20]3)=[N:15][CH:14]=[N:13]1>C(OCC)C>[F:33][C:10]([F:9])([F:34])[CH2:11][N:12]1[C:16]([C:17]2[CH:18]=[C:19]3[N:25]([C:24]4[CH:27]=[C:28]([CH2:31][NH:2][C:3]5[CH:8]=[N:7][CH:6]=[CH:5][N:4]=5)[CH:29]=[CH:30][C:23]=4[O:22][CH2:21][CH2:20]3)[N:26]=2)=[N:15][CH:14]=[N:13]1. Reported procedure: Following the procedure for 128 without the use of HCl in diethyl ether, 2-[2-(2,2,2-trifluoro-ethyl)-2H-[1,2,4]triazol-3-yl]-4,5-dihydro-6-oxa-1,10b-diaza-benzo[e]azulene-9-carbaldehyde was reacted with 2-amino pyrazine to give 131 as a white solid. 1H NMR (CDCl3, 400 MHz): δ 8.03-7.99 (m, 3H); 7.87 (d, J=2.6 Hz, 1H); 7.84 (d, J=2.2 Hz, 1H); 7.31 (dd, J=8.3, 2.2 Hz, 1H); 7.20 (d, J=8.3 Hz, 1H); 6.92 (s, 1H); 5.49 (q, J=8.2 Hz, 2H); 5.42 (br s, 1H); 4.66 (d, J=5.4 Hz, 2H); 4.55 (t, J=6.0 Hz, 2H)...